From a dataset of the Open Reaction Database (ORD), a public repository of structured organic reaction records. describe an organic reaction: reactants, conditions, products, and yield Reactants: CCSc1nc(-c2ccc(S(=O)(=O)Cl)c(OC)c2)cc2nccn12, C1CCNCC1, CO, ClCCl, ClCCl, O. The product is CCSc1nc(-c2ccc(S(=O)(=O)N3CCCCC3)c(OC)c2)cc2nccn12. As a reaction SMILES: [CH2:1]([CH3:2])[S:3][c:4]1[n:5][c:6](-[c:13]2[cH:14][c:15]([O:23][CH3:24])[c:16]([S:19](=[O:20])(=[O:21])[Cl:22])[cH:17][cH:18]2)[cH:7][c:8]2[n:9]1[cH:10][cH:11][n:12]2.[CH2:25]1[CH2:26][CH2:27][NH:28][CH2:29][CH2:30]1.[CH3:38][OH:39].[Cl:32][CH2:33][Cl:34].[Cl:35][CH2:36][Cl:37].[OH2:31]>>[CH2:1]([CH3:2])[S:3][c:4]1[n:5][c:6](-[c:13]2[cH:14][c:15]([O:23][CH3:24])[c:16]([S:19](=[O:20])(=[O:21])[N:28]3[CH2:27][CH2:26][CH2:25][CH2:30][CH2:29]3)[cH:17][cH:18]2)[cH:7][c:8]2[n:9]1[cH:10][cH:11][n:12]2. The reactants are O=C([O-])O, Nc1ccc2c(c1)OCO2, CN1C(=O)C=CC1=O, CC(C)=O, [Cl-], Cl, Cl, O=N[O-], [Na+], [Na+], O. Product: CN1C(=O)C=C(c2ccc3c(c2)OCO3)C1=O. RXN SMILES: [C:25](=[O:26])([OH:27])[O-:28].[CH2:2]1[O:3][c:4]2[cH:5][c:6]([NH2:7])[cH:8][cH:9][c:10]2[O:11]1.[CH3:16][N:17]1[C:18](=[O:23])[CH:19]=[CH:20][C:21]1=[O:22].[CH3:32][C:33](=[O:34])[CH3:35].[Cl-:24].[ClH:1].[ClH:31].[N:12]([O-:13])=[O:14].[Na+:15].[Na+:29].[OH2:30]>>[CH2:2]1[O:3][c:4]2[cH:5][c:6]([C:19]3=[CH:20][C:21](=[O:22])[N:17]([CH3:16])[C:18]3=[O:23])[cH:8][cH:9][c:10]2[O:11]1.